From a dataset of the Open Reaction Database (ORD), a public repository of structured organic reaction records. describe an organic reaction: reactants, conditions, products, and yield Starting materials: COc1cc(C(C)=O)cc(OC)c1OC, O=Cc1c(-c2ccc(Cl)cc2)[nH]c2ccccc12. Product: COc1cc(C(=O)C=Cc2c(-c3ccc(Cl)cc3)[nH]c3ccccc23)cc(OC)c1OC. As a reaction SMILES: [CH3:1][O:2][c:3]1[cH:4][c:5]([C:13]([CH3:14])=[O:15])[cH:6][c:7]([O:11][CH3:12])[c:8]1[O:9][CH3:10].[Cl:16][c:17]1[cH:18][cH:19][c:20](-[c:23]2[nH:24][c:25]3[cH:26][cH:27][cH:28][cH:29][c:30]3[c:31]2[CH:32]=[O:33])[cH:21][cH:22]1>>[CH3:1][O:2][c:3]1[cH:4][c:5]([C:13]([CH:14]=[CH:32][c:31]2[c:23](-[c:20]3[cH:19][cH:18][c:17]([Cl:16])[cH:22][cH:21]3)[nH:24][c:25]3[cH:26][cH:27][cH:28][cH:29][c:30]32)=[O:15])[cH:6][c:7]([O:11][CH3:12])[c:8]1[O:9][CH3:10].